Dataset: the Open Reaction Database (ORD), a public repository of structured organic reaction records. Task: describe an organic reaction: reactants, conditions, products, and yield Starting materials: BrC=1C=C2C(C(=CN3C2=C(C1)CCC3)C(=O)OCC)=O (ethyl 9-bromo-1-oxo-6,7-dihydro-1H,5H-pyrido[3,2,1-ij]quinoline-2-carboxylate), C(C)(C)(C)OC(=O)NCC#C (t-butoxycarbonylpropargylamine), C(CCC)[Li] (n-butyllithium), C1(=CC=CC=C1)P(C1=CC=CC=C1)C1=CC=CC=C1 (triphenylphosphine). Reagents/catalysts: [Cu](I)I (copper iodide), C(C)(=O)[O-].[Pd+2].C(C)(=O)[O-] (palladium acetate). Run in C(C)NCC (diethylamine), O1CCCC1 (tetrahydrofuran). Conditions: temperature 0 celsius. The product is C(C)(C)(C)OC(=O)NCC#CC=1C=C2C(C(=CN3C2=C(C1)CCC3)C(=O)OCC)=O (Ethyl 9-(3-tert-butoxycarbonylamino-prop-1-ynyl)-1-oxo-6,7-dihydro-1H,5H-pyrido[3,2,1-ij]quinoline-2-carboxylate). As a reaction SMILES: C1(P(C2C=CC=CC=2)C2C=CC=CC=2)C=CC=CC=1.C([Li])CCC.Br[C:26]1[CH:27]=[C:28]2[C:33]3=[C:34]([CH2:36][CH2:37][CH2:38][N:32]3[CH:31]=[C:30]([C:39]([O:41][CH2:42][CH3:43])=[O:40])[C:29]2=[O:44])[CH:35]=1.[C:45]([O:49][C:50]([NH:52][CH2:53][C:54]#[CH:55])=[O:51])([CH3:48])([CH3:47])[CH3:46]>O1CCCC1.C(NCC)C.C([O-])(=O)C.[Pd+2].C([O-])(=O)C.[Cu](I)I>[C:45]([O:49][C:50]([NH:52][CH2:53][C:54]#[C:55][C:26]1[CH:27]=[C:28]2[C:33]3=[C:34]([CH2:36][CH2:37][CH2:38][N:32]3[CH:31]=[C:30]([C:39]([O:41][CH2:42][CH3:43])=[O:40])[C:29]2=[O:44])[CH:35]=1)=[O:51])([CH3:48])([CH3:47])[CH3:46] |f:6.7.8|. Reported procedure: A yellow suspension of palladium acetate (73 mg, 0.32 mmol) and triphenylphosphine (191 mg, 0.72 mmol) in dry tetrahydrofuran (6 mL) under argon was cooled to 0° C. A solution of n-butyllithium (2.5M in hexanes, 284 uL) was added dropwise and after 15 minutes the dark green suspension is warmed to room temperature for 15 minutes. This suspension is then cannulated under argon into a white suspension of ethyl 9-bromo-1-oxo-6,7-dihydro-1H,5H-pyrido[3,2,1-ij]quinoline-2-carboxylate (337 mg, 1 mmol)...